From a dataset of the Open Reaction Database (ORD), a public repository of structured organic reaction records. describe an organic reaction: reactants, conditions, products, and yield Starting materials: C(CC)NC(=O)C1=C(C=C(C=C1)NC(C(=O)O)(C)C)F (2-(4-(propylcarbamoyl)-3-fluorophenylamino)-2-methylpropanoic acid), C(=O)([O-])[O-].[K+].[K+] (K2CO3), CI (Methyl iodide). Run in O (water), CN(C)C=O (DMF). Reaction conditions: temperature 55 celsius. Product: C(CC)NC(=O)C1=C(C=C(C=C1)NC(C(=O)OC)(C)C)F (methyl 2-(4-(propylcarbamoyl)-3-fluorophenylamino)-2-methylpropanoate). Yield: 76.3%. As a reaction SMILES: [CH2:1]([NH:4][C:5]([C:7]1[CH:12]=[CH:11][C:10]([NH:13][C:14]([CH3:19])([CH3:18])[C:15]([OH:17])=[O:16])=[CH:9][C:8]=1[F:20])=[O:6])[CH2:2][CH3:3].[C:21]([O-])([O-])=O.[K+].[K+].CI>CN(C=O)C.O>[CH2:1]([NH:4][C:5]([C:7]1[CH:12]=[CH:11][C:10]([NH:13][C:14]([CH3:19])([CH3:18])[C:15]([O:17][CH3:21])=[O:16])=[CH:9][C:8]=1[F:20])=[O:6])[CH2:2][CH3:3] |f:1.2.3|. Reported procedure: The title compound was prepared according to General Method 5. A solution of 2-(4-(propylcarbamoyl)-3-fluorophenylamino)-2-methylpropanoic acid (1.0 g, 3.54 mmol) and K2CO3 (1.0 g, 7.2 mmol) in DMF (7 mL) was stirred at RT for 10 minutes. Methyl iodide (0.8 g, 5.6 mmol) was added and heated at 55° C. for 4 h. The solvent was removed and reaction mixture was poured in water, extracted with ethyl acetate, dried over Na2SO4, concentrated and purified with column chromatography to obtain 800 mg of m...